From a dataset of the Open Reaction Database (ORD), a public repository of structured organic reaction records. describe an organic reaction: reactants, conditions, products, and yield Starting materials: N(=O)[O-].[Na+] (NaNO2), CuBr, Br (HBr), ClC=1C=CC(=C(C1)N)C (5-chloro-2-methylbenzenamine), Br (HBr). Run in O (water). Run at temperature 0 celsius, time 1 hour. Product: BrC1=C(C=CC(=C1)Cl)C (2-bromo-4-chloro-1-methylbenzene). Reaction SMILES: [Cl:1][C:2]1[CH:3]=[CH:4][C:5]([CH3:9])=[C:6](N)[CH:7]=1.N([O-])=O.[Na+].[BrH:14]>O>[Br:14][C:6]1[CH:7]=[C:2]([Cl:1])[CH:3]=[CH:4][C:5]=1[CH3:9] |f:1.2|. Procedure details: 5-chloro-2-methylbenzenamine (50 g, 0.355 mol) was dissolved in HBr solution (1.5 M, 100 mL) and cooled to 0° C., a solution of NaNO2 (27.6 g, 0.4 mol) in water (200 mL) was added dropwise. After addition, the mixture was stirred for 1 hr. In another flask CuBr (30 g, 0.21 mol) was added to HBr solution (1.5 M, 30 mL) and heated to 60° C., then the mixture was added to the above solution. The mixture was heated to reflux for 1 hr then cooled to rt. The reaction was quenched with water (500 mL), ... Reactants: CCO, CN, COC(=O)c1nc(C)c(-c2ccncc2)s1. The product is CNC(=O)c1nc(C)c(-c2ccncc2)s1. RXN SMILES: [CH3:19][CH2:20][OH:21].[CH3:1][NH2:2].[CH3:3][c:4]1[n:5][c:6]([C:15]([O:17][CH3:16])=[O:18])[s:7][c:8]1-[c:9]1[cH:10][cH:11][n:12][cH:13][cH:14]1>>[CH3:1][NH:2][C:15]([c:6]1[n:5][c:4]([CH3:3])[c:8](-[c:9]2[cH:10][cH:11][n:12][cH:13][cH:14]2)[s:7]1)=[O:17]. As a reaction SMILES: [C:15]([CH3:16])([CH3:17])([CH3:18])[N:19]=[C:20]=[S:21].[Cl:23][CH2:24][Cl:25].[NH2:1][CH:2]1[CH2:3][CH2:4][N:5]([CH2:8][c:9]2[cH:10][cH:11][cH:12][cH:13][cH:14]2)[CH2:6][CH2:7]1.[OH2:22]>>[NH:1]([CH:2]1[CH2:3][CH2:4][N:5]([CH2:8][c:9]2[cH:10][cH:11][cH:12][cH:13][cH:14]2)[CH2:6][CH2:7]1)[C:20]([NH:19][C:15]([CH3:16])([CH3:17])[CH3:18])=[S:21]. The reactants are CC(C)(C)N=C=S, ClCCl, NC1CCN(Cc2ccccc2)CC1, O. The product is CC(C)(C)NC(=S)NC1CCN(Cc2ccccc2)CC1. The reactants are CC(=O)O, Fc1ccccc1-c1nc2ncccc2o1, OO. Yields the product [O-][n+]1cccc2oc(-c3ccccc3F)nc21. Reaction SMILES: [CH3:19][C:20](=[O:21])[OH:22].[F:1][c:2]1[c:3](-[c:8]2[o:9][c:10]3[c:11]([n:12][cH:13][cH:14][cH:15]3)[n:16]2)[cH:4][cH:5][cH:6][cH:7]1.[OH:17][OH:18]>>[F:1][c:2]1[c:3](-[c:8]2[o:9][c:10]3[c:11]([n+:12]([O-:17])[cH:13][cH:14][cH:15]3)[n:16]2)[cH:4][cH:5][cH:6][cH:7]1. Starting materials: Cc1ccc(S(=O)(=O)[O-])cc1, CN(C)c1ccncc1, Cl, O, NS(=O)(=O)c1nc2ccc(O)cc2s1, Cc1ccc(S(=O)(=O)Cl)cc1, c1ccncc1. Product: Cc1ccc(S(=O)(=O)Oc2ccc3nc(S(N)(=O)=O)sc3c2)cc1. RXN SMILES: [CH3:27][c:28]1[cH:29][cH:30][c:31]([S:32]([O-:33])(=[O:34])=[O:35])[cH:36][cH:37]1.[CH3:38][N:39]([CH3:40])[c:41]1[cH:42][cH:43][n:44][cH:45][cH:46]1.[ClH:26].[OH2:53].[OH:1][c:2]1[cH:3][c:4]2[c:5]([n:6][c:7]([S:9](=[O:10])(=[O:11])[NH2:12])[s:8]2)[cH:13][cH:14]1.[c:15]1([CH3:25])[cH:16][cH:17][c:18]([S:21](=[O:22])(=[O:23])[Cl:24])[cH:19][cH:20]1.[cH:47]1[cH:48][cH:49][n:50][cH:51][cH:52]1>>[O:1]([c:2]1[cH:3][c:4]2[c:5]([n:6][c:7]([S:9](=[O:10])(=[O:11])[NH2:12])[s:8]2)[cH:13][cH:14]1)[S:21]([c:18]1[cH:17][cH:16][c:15]([CH3:25])[cH:20][cH:19]1)(=[O:22])=[O:23]. Starting materials: ClC=1C=C(C(C(F)(F)F)(C#CC2CC2)O)C(=CC1)NCC1=CC=C(C=C1)OC (3-chloro-6-(4-methoxyphenyl)methylamino-α-cyclopropylethynyl-α-(trifluoromethyl)benzyl alcohol), C(C)(C)N(CC)C(C)C (diisopropylethylamine), BrC(C(=O)Cl)CCBr (2,4-dibromobutyryl chloride). Run in C(Cl)Cl (methylene chloride). As a reaction SMILES: [Cl:1][C:2]1[CH:3]=[C:4]([C:16]([NH:19][CH2:20][C:21]2[CH:26]=[CH:25][C:24]([O:27][CH3:28])=[CH:23][CH:22]=2)=[CH:17][CH:18]=1)[C:5]([OH:15])([C:10]#[C:11][CH:12]1[CH2:14][CH2:13]1)[C:6]([F:9])([F:8])[F:7].C(N(C(C)C)CC)(C)C.Br[CH:39]([CH2:43][CH2:44][Br:45])[C:40](Cl)=[O:41]>C(Cl)Cl>[Br:45][CH2:44][CH2:43][CH:39]1[O:15][C:5]([C:10]#[C:11][CH:12]2[CH2:13][CH2:14]2)([C:6]([F:7])([F:8])[F:9])[C:4]2[CH:3]=[C:2]([Cl:1])[CH:18]=[CH:17][C:16]=2[N:19]([CH2:20][C:21]2[CH:22]=[CH:23][C:24]([O:27][CH3:28])=[CH:25][CH:26]=2)[C:40]1=[O:41]. The yield is 50.7%. Reaction conditions: time 8 hour. Product: BrCCC1C(N(C2=C(C(O1)(C(F)(F)F)C#CC1CC1)C=C(C=C2)Cl)CC2=CC=C(C=C2)OC)=O (3-(2-Bromoethyl)-7-chloro-5-cyclopropylethynyl-1,5-dihydro-1-(4-methoxybenzyl)-5-(trifluoromethyl)-4,1-benzoxazepin-2(3H)-one). Procedure: To a solution of 1.64 g of 3-chloro-6-(4-methoxyphenyl)methylamino-α-cyclopropylethynyl-α-(trifluoromethyl)benzyl alcohol and 2.0 mL of diisopropylethylamine in 30 mL of dry methylene chloride was added 1.6 g of 2,4-dibromobutyryl chloride. After stirring at room temperature overnight, the mixture was poured onto water and extracted with ether. The ether layer was washed with aqueous sodium bicarbonate, dried, and evaporated to an oil. This material was subjected to column chromatography over si... Starting materials: C(C1=CC=CC=C1)[Mg]Cl (benzylmagnesium chloride), solution, NC1=CC=C(C(=O)C2=CC=CC=C2)C=C1 (4-aminobenzophenone), [Cl-].[NH4+] (ammonium chloride). Run in C(C)OCC (diethyl ether), C(C)OCC (diethyl ether). Conditions: time 18 hour. The product is NC1=CC=C(C=C1)C(CC1=CC=CC=C1)(O)C1=CC=CC=C1 (1-(4-aminophenyl)-1,2-diphenyl-ethanol). As a reaction SMILES: [NH2:1][C:2]1[CH:15]=[CH:14][C:5]([C:6]([C:8]2[CH:13]=[CH:12][CH:11]=[CH:10][CH:9]=2)=[O:7])=[CH:4][CH:3]=1.[CH2:16]([Mg]Cl)[C:17]1[CH:22]=[CH:21][CH:20]=[CH:19][CH:18]=1.[Cl-].[NH4+]>C(OCC)C>[NH2:1][C:2]1[CH:3]=[CH:4][C:5]([C:6]([C:8]2[CH:13]=[CH:12][CH:11]=[CH:10][CH:9]=2)([OH:7])[CH2:16][C:17]2[CH:22]=[CH:21][CH:20]=[CH:19][CH:18]=2)=[CH:14][CH:15]=1 |f:2.3|. Procedure: Combine 4-aminobenzophenone (50 g, 0.25 mol) and diethyl ether (500 mL). Slowly, add benzylmagnesium chloride (1 L of a 1M solution in diethyl ether over 1.5 hours. After 18 hours, pour the reaction onto ice and an aqueous solution of ammonium chloride. Separate the layers, extract the organic layer with water, dry over MgSO4, filter, and evaporate in vacuo to give a residue. Recrystallize from isopropanol to give 1-(4-aminophenyl)-1,2-diphenyl-ethanol: mp; 105°-107° C. Starting materials: S1C=NC=C1CO (1,3-thiazol-5-ylmethanol), C(C)(C)(C)[Si](C1=CC=CC=C1)(C1=CC=CC=C1)Cl (tert-butyl (chloro)diphenylsilane), N1C=NC=C1 (imidazole), O (water). Solvent: ClCCl (dichloromethane). Reaction conditions: time 15 hour. Product: C(C)(C)(C)[Si](OCC1=CN=CS1)(C1=CC=CC=C1)C1=CC=CC=C1 (5-({[tert-butyl (diphenyl)silyl]oxy}methyl)-1,3-thiazole). RXN SMILES: [S:1]1[C:5]([CH2:6][OH:7])=[CH:4][N:3]=[CH:2]1.[C:8]([Si:12](Cl)([C:19]1[CH:24]=[CH:23][CH:22]=[CH:21][CH:20]=1)[C:13]1[CH:18]=[CH:17][CH:16]=[CH:15][CH:14]=1)([CH3:11])([CH3:10])[CH3:9].N1C=CN=C1.O>ClCCl>[C:8]([Si:12]([C:19]1[CH:24]=[CH:23][CH:22]=[CH:21][CH:20]=1)([C:13]1[CH:14]=[CH:15][CH:16]=[CH:17][CH:18]=1)[O:7][CH2:6][C:5]1[S:1][CH:2]=[N:3][CH:4]=1)([CH3:11])([CH3:9])[CH3:10]. Procedure details: To a solution of 2.12 g of 1,3-thiazol-5-ylmethanol in 48 ml of dichloromethane were added 5.2 ml of tert-butyl (chloro)diphenylsilane and 2.5 g of imidazole at 0° C., followed by stirring at room temperature for 15 hours. To the reaction mixture was added water, and the organic layer was dried over anhydrous magnesium sulfate. The solvent was then evaporated under reduced pressure. The obtained residue was purified by silica gel column chromatography to obtain 6.47 g of 5-({[tert-butyl (dipheny... Reactants: NC1=C(C(=O)NC(C)C2=CC=C(C=C2)Cl)C=CC=C1 (2-amino-N-[1-(4-chloro-phenyl)-ethyl]-benzamide), ClC(=O)OC(Cl)(Cl)Cl (trichloromethyl chloroformate), [OH-].[Na+] (NaOH). The solvent is C1CCOC1 (THF). Reaction conditions: temperature 90 celsius, time 4 hour. Yields the product ClC1=CC=C(C=C1)C(C)N1C(NC2=CC=CC=C2C1=O)=O (3-[1-(4-chloro-phenyl)-ethyl]-1H-quinazoline-2,4-dione). Yield: 166.3%. Reaction SMILES: [NH2:1][C:2]1[CH:19]=[CH:18][CH:17]=[CH:16][C:3]=1[C:4]([NH:6][CH:7]([C:9]1[CH:14]=[CH:13][C:12]([Cl:15])=[CH:11][CH:10]=1)[CH3:8])=[O:5].Cl[C:21](OC(Cl)(Cl)Cl)=[O:22].[OH-].[Na+]>C1COCC1>[Cl:15][C:12]1[CH:13]=[CH:14][C:9]([CH:7]([N:6]2[C:4](=[O:5])[C:3]3[C:2](=[CH:19][CH:18]=[CH:17][CH:16]=3)[NH:1][C:21]2=[O:22])[CH3:8])=[CH:10][CH:11]=1 |f:2.3|. Procedure: To a solution of 2-amino-N-[1-(4-chloro-phenyl)-ethyl]-benzamide (115 mg, 0.42 mmol) in THF (30 mL) is added trichloromethyl chloroformate (50 mg, 0.25 mmol). The mixture is stirred at 90° C. for 4 hours. The reaction mixture is allowed to cool to room temperature, neutralizes with 1M NaOH aq. The reaction mixture is extracted with EtOAc (50 mL×3). The organic layer is dried over sodium sulfate and is concentrated to give the desired 3-[1-(4-chloro-phenyl)-ethyl]-1H-quinazoline-2,4-dione (125 mg...